Dataset: the Open Reaction Database (ORD), a public repository of structured organic reaction records. Task: describe an organic reaction: reactants, conditions, products, and yield Starting materials: NC1=C(C=C(C=C1)C1=CC(=CC=C1)Cl)C(C)=O (1-(4-amino-3′-chloro-biphenyl-3-yl)-ethanone), C[Mg]Br (methyl magnesium bromide), [Cl-].[NH4+] (ammonium chloride), C(C)(=O)OCC (ethyl acetate). Run in C1CCOC1 (THF). Reaction conditions: time 18 hour. Yields the product NC1=C(C=C(C=C1)C1=CC(=CC=C1)Cl)C(O)(C)C (1-(4-Amino-3′-chloro-biphenyl-3-yl)-dimethyl-methanol). Reaction SMILES: [NH2:1][C:2]1[CH:7]=[CH:6][C:5]([C:8]2[CH:13]=[CH:12][CH:11]=[C:10]([Cl:14])[CH:9]=2)=[CH:4][C:3]=1[C:15](=[O:17])[CH3:16].[CH3:18][Mg]Br.[Cl-].[NH4+].C(OCC)(=O)C>C1COCC1>[NH2:1][C:2]1[CH:7]=[CH:6][C:5]([C:8]2[CH:13]=[CH:12][CH:11]=[C:10]([Cl:14])[CH:9]=2)=[CH:4][C:3]=1[C:15]([CH3:18])([CH3:16])[OH:17] |f:2.3|. Procedure: To a solution of 1-(4-amino-3′-chloro-biphenyl-3-yl)-ethanone (0.55 g, 2.2 mmol) in anhydrous THF under nitrogen was added a solution of methyl magnesium bromide (3.0 M in diethyl ether, 1 mL, 3 mmol) at 0° C. The mixture was slowly warmed to room temperature and kept stirring under nitrogen for 18 hours. The mixture was treated with 10 mL of saturated ammonium chloride aqueous solution and ethyl acetate (50 mL) was added. The organic layer was separated and the aqueous layer was extracted with ... Reactants: N1=CC(=CC=C1)C1=NNC2=CC(=CC=C12)C=O (3-(pyridin-3-yl)-1H-indazole-6-carbaldehyde), powder, ( 100 ), B1(OC(C(O1)(C)C)(C)C)C2=CN=C(C=C2)N3CCOCC3 (2-(4-morpholino)pyridine-5-boronic acid pinacol ester). Product: O1CCN(CC1)C1=CC=C(C=N1)C1=NNC2=CC(=CC=C12)C=O (3-(6-morpholinopyridin-3-yl)-1H-indazole-6-carbaldehyde). RXN SMILES: [N:1]1[CH:6]=[CH:5][CH:4]=[C:3]([C:7]2[C:15]3[C:10](=[CH:11][C:12]([CH:16]=[O:17])=[CH:13][CH:14]=3)[NH:9][N:8]=2)[CH:2]=1.B1(C2C=CC([N:33]3[CH2:38][CH2:37][O:36][CH2:35][CH2:34]3)=NC=2)OC(C)(C)C(C)(C)O1>>[O:36]1[CH2:37][CH2:38][N:33]([C:6]2[N:1]=[CH:2][C:3]([C:7]3[C:15]4[C:10](=[CH:11][C:12]([CH:16]=[O:17])=[CH:13][CH:14]=4)[NH:9][N:8]=3)=[CH:4][CH:5]=2)[CH2:34][CH2:35]1. Procedure details: According to procedure for the synthesis of 3-(pyridin-3-yl)-1H-indazole-6-carbaldehyde, except substituting 2-(4-morpholino)pyridine-5-boronic acid pinacol ester (64 mg, 0.22 mmol), the title compound was prepared as a yellow powder (35 mg, 62%). 1H NMR (400 MHz, d6-DMSO) δ ppm 13.71 (br s, 1H), 10.14 (s, 1H), 8.77 (d, J=1.9 Hz, 1H), 8.02-8.18 (m, 2H), 8.15 (dd, J=8.9 Hz, 2.5, 1H), 7.64 (d, J=8.6 Hz, 1H), 7.00 (d, J=8.8 Hz, 1H), 3.73 (t, J=4.5 Hz, 4H), 3.53 (t, J=5.1 Hz, 4H); MS ESI 309.1 (100)... The reactants are S(O)(O)(=O)=O (sulfuric acid), C(C(C)C)O (isobutyl alcohol), [N+](=O)([O-])C1=C(C(=O)O)C=CC(=C1)[N+](=O)[O-] (2,4-dinitrobenzoic acid). Run in C1(=CC=CC=C1)C (toluene). The product is C(C(C)C)OC(C1=C(C=C(C=C1)N)N)=O (isobutyl-2,4-diaminobenzoate). As a reaction SMILES: [N+:1]([C:4]1[CH:12]=[C:11]([N+:13]([O-])=O)[CH:10]=[CH:9][C:5]=1[C:6]([OH:8])=[O:7])([O-])=O.S(=O)(=O)(O)O.[CH2:21](O)[CH:22]([CH3:24])[CH3:23]>C1(C)C=CC=CC=1>[CH2:21]([O:8][C:6](=[O:7])[C:5]1[CH:9]=[CH:10][C:11]([NH2:13])=[CH:12][C:4]=1[NH2:1])[CH:22]([CH3:24])[CH3:23]. Procedure details: To a mixture of 212 g of 2,4-dinitrobenzoic acid in 300 ml of toluene were added 38 g of concentrated sulfuric acid and 230 ml of isobutyl alcohol. The mixture was refluxed for 10 hrs and the resulting water removed by azeotropic distillation. After this period the mixture was cooled to room temperature and washed with 1000 ml of an aqueous 5% NaHCO3 solution followed by two 500 ml water washings. The toluene was removed at reduced pressure and the resulting dark oil was washed with hexane to yi... Starting materials: O=C([O-])[O-], FC(F)(F)c1cc(CCl)ccc1C1CCCC1, [Cs+], [Cs+], CN(C)C=O, CC(C)(C)OC(=O)CC1CCn2c1cc1cc(O)ccc12. Product: CC(C)(C)OC(=O)CC1CCn2c1cc1cc(OCc3ccc(C4CCCC4)c(C(F)(F)F)c3)ccc12. RXN SMILES: [C:39](=[O:40])([O-:41])[O-:42].[Cl:22][CH2:23][c:24]1[cH:25][c:26]([C:35]([F:36])([F:37])[F:38])[c:27]([CH:30]2[CH2:31][CH2:32][CH2:33][CH2:34]2)[cH:28][cH:29]1.[Cs+:43].[Cs+:44].[O:45]=[CH:46][N:47]([CH3:48])[CH3:49].[OH:1][c:2]1[cH:3][c:4]2[cH:5][c:6]3[n:7]([c:8]2[cH:9][cH:10]1)[CH2:11][CH2:12][CH:13]3[CH2:14][C:15](=[O:16])[O:17][C:18]([CH3:19])([CH3:20])[CH3:21]>>[O:1]([c:2]1[cH:3][c:4]2[cH:5][c:6]3[n:7]([c:8]2[cH:9][cH:10]1)[CH2:11][CH2:12][CH:13]3[CH2:14][C:15](=[O:16])[O:17][C:18]([CH3:19])([CH3:20])[CH3:21])[CH2:23][c:24]1[cH:25][c:26]([C:35]([F:36])([F:37])[F:38])[c:27]([CH:30]2[CH2:31][CH2:32][CH2:33][CH2:34]2)[cH:28][cH:29]1. Procedure: To a solution of 1.36 g of 4-aminophenyl 4-O-(β-D-glucopyranosyl)-1-thio-β-D-glucopyranoside in 7 ml of water was added 0.463 g of acetic anhydride. The solution was shaken for 5 minutes then taken to dryness. The resulting glass was triturated with ethyl acetate and the solid collected, giving 1.49 g. of the desired intermediate as a white glass. Product: [C@@H]1([C@H](O)[C@@H](O)[C@H](O)[C@H](O1)CO)O[C@H]1[C@@H]([C@H]([C@H](SC2=CC=C(C=C2)NC(C)=O)O[C@@H]1CO)O)O (4-Acetamidophenyl 4-O-(β-D-glucopyranosyl)-1-thio-β-D-glucopyranoside). As a reaction SMILES: [C@@H:1]1([O:12][C@@H:13]2[C@@H:26]([CH2:27][OH:28])[O:25][C@@H:16]([S:17][C:18]3[CH:23]=[CH:22][C:21]([NH2:24])=[CH:20][CH:19]=3)[C@H:15]([OH:29])[C@H:14]2[OH:30])[O:9][C@H:8]([CH2:10][OH:11])[C@@H:6]([OH:7])[C@H:4]([OH:5])[C@H:2]1[OH:3].[C:31](OC(=O)C)(=[O:33])[CH3:32]>O>[C@@H:1]1([O:12][C@@H:13]2[C@@H:26]([CH2:27][OH:28])[O:25][C@@H:16]([S:17][C:18]3[CH:19]=[CH:20][C:21]([NH:24][C:31](=[O:33])[CH3:32])=[CH:22][CH:23]=3)[C@H:15]([OH:29])[C@H:14]2[OH:30])[O:9][C@H:8]([CH2:10][OH:11])[C@@H:6]([OH:7])[C@H:4]([OH:5])[C@H:2]1[OH:3]. Conditions: time 5 minute. Run in O (water). The reactants are [C@@H]1([C@H](O)[C@@H](O)[C@H](O)[C@H](O1)CO)O[C@H]1[C@@H]([C@H]([C@H](SC2=CC=C(C=C2)N)O[C@@H]1CO)O)O (4-aminophenyl 4-O-(β-D-glucopyranosyl)-1-thio-β-D-glucopyranoside), C(C)(=O)OC(C)=O (acetic anhydride), desired intermediate. Starting materials: CCCCO, COc1ccc(C(O)(c2ccc(OC)cc2)C2CCNCC2)cc1, CC(C)O, CN1CC(CCCl)OC1=O, [I-], [K+], [Na+], [Na+], O=C([O-])[O-]. Product: COc1ccc(C(O)(c2ccc(OC)cc2)C2CCN(CCC3CN(C)C(=O)O3)CC2)cc1. RXN SMILES: [CH2:43]([OH:44])[CH2:45][CH2:46][CH3:47].[CH3:1][O:2][c:3]1[cH:4][cH:5][c:6]([C:9]([OH:10])([CH:11]2[CH2:12][CH2:13][NH:14][CH2:15][CH2:16]2)[c:17]2[cH:18][cH:19][c:20]([O:23][CH3:24])[cH:21][cH:22]2)[cH:7][cH:8]1.[CH3:48][CH:49]([OH:50])[CH3:51].[Cl:25][CH2:26][CH2:27][CH:28]1[CH2:29][N:30]([CH3:34])[C:31](=[O:33])[O:32]1.[I-:42].[K+:41].[Na+:35].[Na+:36].[O-:37][C:38](=[O:39])[O-:40]>>[CH3:1][O:2][c:3]1[cH:4][cH:5][c:6]([C:9]([OH:10])([CH:11]2[CH2:12][CH2:13][N:14]([CH2:26][CH2:27][CH:28]3[CH2:29][N:30]([CH3:34])[C:31](=[O:33])[O:32]3)[CH2:15][CH2:16]2)[c:17]2[cH:18][cH:19][c:20]([O:23][CH3:24])[cH:21][cH:22]2)[cH:7][cH:8]1. Starting materials: C1CCOC1, CC(C)(C)[O-], [K+], COC(=O)CCC(C(N)=O)N1Cc2c(OCc3ccc4ccccc4n3)cccc2C1=O. Yields the product O=C1CCC(N2Cc3c(OCc4ccc5ccccc5n4)cccc3C2=O)C(=O)N1. As a reaction SMILES: [CH2:39]1[O:40][CH2:41][CH2:42][CH2:43]1.[CH3:1][C:2]([CH3:3])([O-:4])[CH3:5].[K+:6].[NH2:7][C:8]([CH:9]([CH2:10][CH2:11][C:12]([O:14][CH3:13])=[O:15])[N:16]1[C:17](=[O:37])[c:18]2[cH:19][cH:20][cH:21][c:22]([O:25][CH2:26][c:27]3[n:28][c:29]4[cH:30][cH:31][cH:32][cH:33][c:34]4[cH:35][cH:36]3)[c:23]2[CH2:24]1)=[O:38]>>[NH:7]1[C:8](=[O:38])[CH:9]([N:16]2[C:17](=[O:37])[c:18]3[cH:19][cH:20][cH:21][c:22]([O:25][CH2:26][c:27]4[n:28][c:29]5[cH:30][cH:31][cH:32][cH:33][c:34]5[cH:35][cH:36]4)[c:23]3[CH2:24]2)[CH2:10][CH2:11][C:12]1=[O:14]. Reactants: OCc1c(-c2c(Cl)cccc2Cl)noc1C1CCCC1, ClCCl, CC(C)OC(=O)N=NC(=O)OC(C)C, COC(=O)c1ccc2cc(-c3ccc(O)cc3)ccc2n1, c1ccc(P(c2ccccc2)c2ccccc2)cc1. The product is COC(=O)c1ccc2cc(-c3ccc(OCc4c(-c5c(Cl)cccc5Cl)noc4C4CCCC4)cc3)ccc2n1. Reaction SMILES: [CH:22]1([c:27]2[c:28]([CH2:40][OH:41])[c:29](-[c:32]3[c:33]([Cl:39])[cH:34][cH:35][cH:36][c:37]3[Cl:38])[n:30][o:31]2)[CH2:23][CH2:24][CH2:25][CH2:26]1.[Cl:75][CH2:76][Cl:77].[O:61]=[C:62]([O:63][CH:64]([CH3:65])[CH3:66])[N:67]=[N:68][C:69]([O:70][CH:71]([CH3:72])[CH3:73])=[O:74].[OH:1][c:2]1[cH:3][cH:4][c:5](-[c:8]2[cH:9][c:10]3[cH:11][cH:12][c:13]([C:18](=[O:19])[O:20][CH3:21])[n:14][c:15]3[cH:16][cH:17]2)[cH:6][cH:7]1.[c:42]1([P:43]([c:44]2[cH:45][cH:46][cH:47][cH:48][cH:49]2)[c:50]2[cH:51][cH:52][cH:53][cH:54][cH:55]2)[cH:56][cH:57][cH:58][cH:59][cH:60]1>>[O:1]([c:2]1[cH:3][cH:4][c:5](-[c:8]2[cH:9][c:10]3[cH:11][cH:12][c:13]([C:18](=[O:19])[O:20][CH3:21])[n:14][c:15]3[cH:16][cH:17]2)[cH:6][cH:7]1)[CH2:40][c:28]1[c:27]([CH:22]2[CH2:23][CH2:24][CH2:25][CH2:26]2)[o:31][n:30][c:29]1-[c:32]1[c:33]([Cl:39])[cH:34][cH:35][cH:36][c:37]1[Cl:38].